From a dataset of the Open Reaction Database (ORD), a public repository of structured organic reaction records. describe an organic reaction: reactants, conditions, products, and yield The reactants are ClC1=NC2=C3C(=C4C(=C2N=C1)C=CC=C4)C=CC=C3 (2-chlorodibenzo[f,h]quinoxaline), C1(=CC=CC=C1)C (toluene), C1=CC=C(C=2SC3=C(C21)C=CC=C3)C=3C=C(C=C(C3)C3=CC=CC2=C3SC3=C2C=CC=C3)B(O)O (3,5-bis(dibenzothiophen-4-yl)phenylboronic acid), C([O-])([O-])=O.[K+].[K+] (potassium carbonate). Reagents/catalysts: C=1C=CC(=CC1)[P](C=2C=CC=CC2)(C=3C=CC=CC3)[Pd]([P](C=4C=CC=CC4)(C=5C=CC=CC5)C=6C=CC=CC6)([P](C=7C=CC=CC7)(C=8C=CC=CC8)C=9C=CC=CC9)[P](C=1C=CC=CC1)(C=1C=CC=CC1)C=1C=CC=CC1 (tetrakis(triphenylphosphine)palladium(0)). The solvent is C(C)O (ethanol), O (water). Run at temperature 320 celsius. The product is C1=CC=C(C=2SC3=C(C21)C=CC=C3)C=3C=C(C=C(C3)C3=CC=CC2=C3SC3=C2C=CC=C3)C3=NC2=C1C(=C4C(=C2N=C3)C=CC=C4)C=CC=C1 (2-[3,5-bis(dibenzothiophen-4-yl)phenyl]dibenzo[f,h]quinoxaline). Isolated yield 31.1%. RXN SMILES: Cl[C:2]1[CH:11]=[N:10][C:9]2[C:4](=[C:5]3[CH:19]=[CH:18][CH:17]=[CH:16][C:6]3=[C:7]3[CH:15]=[CH:14][CH:13]=[CH:12][C:8]3=2)[N:3]=1.[CH:20]1[C:28]2[C:27]3[CH:29]=[CH:30][CH:31]=[CH:32][C:26]=3[S:25][C:24]=2[C:23]([C:33]2[CH:34]=[C:35](B(O)O)[CH:36]=[C:37]([C:39]3[C:44]4[S:45][C:46]5[CH:51]=[CH:50][CH:49]=[CH:48][C:47]=5[C:43]=4[CH:42]=[CH:41][CH:40]=3)[CH:38]=2)=[CH:22][CH:21]=1.C(=O)([O-])[O-].[K+].[K+].C1(C)C=CC=CC=1>C1C=CC([P]([Pd]([P](C2C=CC=CC=2)(C2C=CC=CC=2)C2C=CC=CC=2)([P](C2C=CC=CC=2)(C2C=CC=CC=2)C2C=CC=CC=2)[P](C2C=CC=CC=2)(C2C=CC=CC=2)C2C=CC=CC=2)(C2C=CC=CC=2)C2C=CC=CC=2)=CC=1.C(O)C.O>[CH:20]1[C:28]2[C:27]3[CH:29]=[CH:30][CH:31]=[CH:32][C:26]=3[S:25][C:24]=2[C:23]([C:33]2[CH:34]=[C:35]([C:2]3[CH:11]=[N:10][C:9]4[C:4](=[C:5]5[CH:19]=[CH:18][CH:17]=[CH:16][C:6]5=[C:7]5[CH:15]=[CH:14][CH:13]=[CH:12][C:8]5=4)[N:3]=3)[CH:36]=[C:37]([C:39]3[C:44]4[S:45][C:46]5[CH:51]=[CH:50][CH:49]=[CH:48][C:47]=5[C:43]=4[CH:42]=[CH:41][CH:40]=3)[CH:38]=2)=[CH:22][CH:21]=1 |f:2.3.4,^1:71,73,92,111|. Reported procedure: Into a 200-mL three-neck flask were put 1.2 g (4.5 mmol) of 2-chlorodibenzo[f,h]quinoxaline, 2.2 g (4.5 mmol) of 3,5-bis(dibenzothiophen-4-yl)phenylboronic acid, and 1.2 g (9.0 mmol) of potassium carbonate. To this mixture were added 23 mL of toluene, 4.5 mL of water, and 5 mL of ethanol, and this mixture was degassed by being stirred under reduced pressure. To the mixture was added 104 mg (0.09 mmol) of tetrakis(triphenylphosphine)palladium(0), and this mixture was stirred under a nitrogen stre... Reactants: ClC=1C=CC=2N(N1)C(=CN2)C2=CC=1C(=CN=CC1)S2 (6-chloro-3-(thieno[2,3-c]pyridin-2-yl)imidazo[1,2-b]pyridazine), O.C1(=CC=C(C=C1)S(=O)(=O)O)C (p-toluene sulfonic acid monohydrate), N[C@@H]1CC[C@H](CC1)O (trans-4-aminocyclohexanol). Run in CS(=O)C (DMSO), O (water). Conditions: temperature 100 celsius. Product: S1C(=CC=2C1=CN=CC2)C2=CN=C1N2N=C(C=C1)N[C@@H]1CC[C@H](CC1)O (trans-4-(3-(thieno[2,3-c]pyridin-2-yl)imidazo[1,2-b]pyridazin-6-ylamino)cyclohexanol). The yield is 66.0%. RXN SMILES: Cl[C:2]1[CH:3]=[CH:4][C:5]2[N:6]([C:8]([C:11]3[S:19][C:14]4=[CH:15][N:16]=[CH:17][CH:18]=[C:13]4[CH:12]=3)=[CH:9][N:10]=2)[N:7]=1.O.C1(C)C=CC(S(O)(=O)=O)=CC=1.[NH2:32][C@H:33]1[CH2:38][CH2:37][C@H:36]([OH:39])[CH2:35][CH2:34]1>CS(C)=O.O>[S:19]1[C:14]2=[CH:15][N:16]=[CH:17][CH:18]=[C:13]2[CH:12]=[C:11]1[C:8]1[N:6]2[N:7]=[C:2]([NH:32][C@H:33]3[CH2:38][CH2:37][C@H:36]([OH:39])[CH2:35][CH2:34]3)[CH:3]=[CH:4][C:5]2=[N:10][CH:9]=1 |f:1.2|. Procedure: To a solution of 6-chloro-3-(thieno[2,3-c]pyridin-2-yl)imidazo[1,2-b]pyridazine (50 mg, 0.174 mmol, 1.0 equiv) in DMSO (2.0 mL) was added p-toluene sulfonic acid monohydrate (25 mg, 0.174 mmol, 1.0 equiv) and trans-4-aminocyclohexanol (0.870 mmol, 5.0 equiv) and heated to 100° C. for 24 h. The reaction mixture was diluted with water and extracted with ethyl acetate. Purification by column chromatography using 5% methanol in dichloromethane elution gave 42 mg of the yellow solid, 67%. The reactants are C1(=CC=CC=C1)C (toluene), C(C)(C)(C)C=1C=C(C=C(C1O)C(C)(C)C)CCC(=O)OC (methyl 3-(3,5-di-t-butyl-4-hydroxyphenyl)-propionate), C[O-].[Na+] (sodium methoxide), COCCO (ethylene glycol monomethyl ether). Procedure details: The title compound was prepared from 90 g of toluene, 102.4 g of methyl 3-(3,5-di-t-butyl-4-hydroxyphenyl)-propionate, 18.2 g of ethylene glycol monomethyl ether and 0.35 g of sodium methoxide, by a procedure analogous to that of Example 10. Yield 42.2 g. Melting point 62°-64° C. As a reaction SMILES: C1(C)C=CC=CC=1.[C:8]([C:12]1[CH:13]=[C:14]([CH2:23][CH2:24][C:25]([O:27][CH3:28])=[O:26])[CH:15]=[C:16]([C:19]([CH3:22])([CH3:21])[CH3:20])[C:17]=1[OH:18])([CH3:11])([CH3:10])[CH3:9].C[O-].[Na+].[CH3:32][O:33][CH2:34]CO>>[C:8]([C:12]1[CH:13]=[C:14]([CH2:23][CH2:24][C:25]([O:27][CH2:28][CH2:32][O:33][CH3:34])=[O:26])[CH:15]=[C:16]([C:19]([CH3:20])([CH3:21])[CH3:22])[C:17]=1[OH:18])([CH3:9])([CH3:10])[CH3:11] |f:2.3|. Product: C(C)(C)(C)C=1C=C(C=C(C1O)C(C)(C)C)CCC(=O)OCCOC (2-Methoxyethyl 3-(3,5-di-t-butyl-4-hydroxyphenyl)propionate). Starting materials: CN=C=O, ClCCCl, CN1CCn2c(c(OCc3ccccc3)c3c(=O)n(Cc4ccc(F)cc4)nc(N)c32)C1=O. Yields the product CNC(=O)Nc1nn(Cc2ccc(F)cc2)c(=O)c2c(OCc3ccccc3)c3n(c12)CCN(C)C3=O. RXN SMILES: [CH3:34][N:35]=[C:36]=[O:37].[Cl:38][CH2:39][CH2:40][Cl:41].[NH2:1][c:2]1[n:3][n:4]([CH2:26][c:27]2[cH:28][cH:29][c:30]([F:33])[cH:31][cH:32]2)[c:5](=[O:25])[c:6]2[c:7]1[n:8]1[c:9]([c:10]2[O:11][CH2:12][c:13]2[cH:14][cH:15][cH:16][cH:17][cH:18]2)[C:19](=[O:24])[N:20]([CH3:23])[CH2:21][CH2:22]1>>[NH:1]([c:2]1[n:3][n:4]([CH2:26][c:27]2[cH:28][cH:29][c:30]([F:33])[cH:31][cH:32]2)[c:5](=[O:25])[c:6]2[c:7]1[n:8]1[c:9]([c:10]2[O:11][CH2:12][c:13]2[cH:14][cH:15][cH:16][cH:17][cH:18]2)[C:19](=[O:24])[N:20]([CH3:23])[CH2:21][CH2:22]1)[C:36]([NH:35][CH3:34])=[O:37]. The reactants are C(C)(=O)Cl (acetyl chloride), FC(S(=O)(=O)OC1=C(C2=CC=C(C=C2C=C1)O)OC1=CC=C(C=C1)OCCN1CCCCC1)(F)F (6-hydroxy-1-(4-(2-(piperidin-1-yl)ethoxy)phenoxy)naphthalen-2-yl trifluoromethanesulfonate), C(C)(C)N(CC)C(C)C (diisopropylethylamine). Run at time 1 hour. The product is C(C)(=O)OC1=CC2=CC=C(C(=C2C=C1)OC1=CC=C(C=C1)OCCN1CCCCC1)OS(=O)(=O)C(F)(F)F (5-(4-(2-(piperidin-1-yl)ethoxy)phenoxy)-6-(trifluoromethylsulfonyloxy)naphthalen-2-yl acetate). Yield: 90.0%. As a reaction SMILES: [C:1](Cl)(=[O:3])[CH3:2].[F:5][C:6]([F:39])([F:38])[S:7]([O:10][C:11]1[CH:20]=[CH:19][C:18]2[C:13](=[CH:14][CH:15]=[C:16]([OH:21])[CH:17]=2)[C:12]=1[O:22][C:23]1[CH:28]=[CH:27][C:26]([O:29][CH2:30][CH2:31][N:32]2[CH2:37][CH2:36][CH2:35][CH2:34][CH2:33]2)=[CH:25][CH:24]=1)(=[O:9])=[O:8].C(N(C(C)C)CC)(C)C>>[C:1]([O:21][C:16]1[CH:15]=[CH:14][C:13]2[C:18](=[CH:19][CH:20]=[C:11]([O:10][S:7]([C:6]([F:38])([F:5])[F:39])(=[O:9])=[O:8])[C:12]=2[O:22][C:23]2[CH:24]=[CH:25][C:26]([O:29][CH2:30][CH2:31][N:32]3[CH2:37][CH2:36][CH2:35][CH2:34][CH2:33]3)=[CH:27][CH:28]=2)[CH:17]=1)(=[O:3])[CH3:2]. Procedure details: Add acetyl chloride (0.67 mL, 9.41 mmol) to a solution of 6-hydroxy-1-(4-(2-(piperidin-1-yl)ethoxy)phenoxy)naphthalen-2-yl trifluoromethanesulfonate (2.4 g, 4.69 mmol) and diisopropylethylamine (2.45 mL, 14.05 mmol). Stir the mixture for 1 hour and then quench with aqueous sodium bicarbonate. Extract the mixture 3 times with dichloromethane. Combine the extracts, dry over sodium sulfate, filter, and concentrate to obtain the title compound (2.33 g, 4.22 mmol).